The task is: describe an organic reaction: reactants, conditions, products, and yield. This data is from the Open Reaction Database (ORD), a public repository of structured organic reaction records. The reactants are C1(=CC=CC=C1)C (toluene), C(C(=O)C)(=O)O (pyruvic acid), C(CC)O (n-propanol). The reagents and catalysts are O.C1(=CC=C(C=C1)S(=O)(=O)O)C (p-toluenesulfonic acid monohydrate). Run in O (water). Product: C(C(=O)C)(=O)OCCC (propyl pyruvate). The yield is 62.0%. As a reaction SMILES: [C:1]1([CH3:7])[CH:6]=CC=CC=1.[C:8]([OH:13])(=[O:12])[C:9]([CH3:11])=[O:10].C(O)CC>O.C1(C)C=CC(S(O)(=O)=O)=CC=1.O>[C:8]([O:13][CH2:6][CH2:1][CH3:7])(=[O:12])[C:9]([CH3:11])=[O:10] |f:3.4|. Reported procedure: A toluene solution (1 L) containing pyruvic acid (440 g, 5.0 mol), n-propanol (300 g, 5.0 mol) and p-toluenesulfonic acid monohydrate (2.5 g) was heated and refluxed for 16 hours under nitrogen flow. The reaction led to generation of water in the system. However, the water was removed using Dean-Stark trap. The resultant reaction solution was cooled down to room temperature, followed by removal of toluene using an evaporator under a reduced pressure. The residual was then purified using reduced ... The reactants are NC1=CC(=C(C(=O)OCC)C=C1[N+](=O)[O-])F (ethyl 4-amino-2-fluoro-5-nitro-benzoate), O (water), Potassium tert.-butylate, FC(CO)(F)F (2,2,2-trifluoroethanol). Run in C1CCOC1 (THF), C1CCOC1 (THF). Conditions: temperature 5 celsius, time 10 minute. The product is NC1=CC(=C(C(=O)OCC)C=C1[N+](=O)[O-])OCC(F)(F)F (Ethyl 4-amino-2-(2,2,2-trifluoroethoxy)-5-nitrobenzoate). RXN SMILES: [F:1][C:2]([F:6])([F:5])[CH2:3][OH:4].[NH2:7][C:8]1[C:18]([N+:19]([O-:21])=[O:20])=[CH:17][C:11]([C:12]([O:14][CH2:15][CH3:16])=[O:13])=[C:10](F)[CH:9]=1.O>C1COCC1>[NH2:7][C:8]1[C:18]([N+:19]([O-:21])=[O:20])=[CH:17][C:11]([C:12]([O:14][CH2:15][CH3:16])=[O:13])=[C:10]([O:4][CH2:3][C:2]([F:6])([F:5])[F:1])[CH:9]=1. Procedure details: Potassium tert.-butylate (0.97 g, 8.7 mmol) was added to 2,2,2-trifluoroethanol (0.63 mL, 8.8 mmol) in 20 mL THF at ambient temperature and stirred for 10 min. Then the mixture was cooled to 5° C. and ethyl 4-amino-2-fluoro-5-nitro-benzoate (1.80 g, 7.9 mmol) in 20 mL THF was added and stirred for 1 h at 5° C. Then the mixture was poured into water, extracted with ethyl acetate, the combined organic layers dried over MgSO4 and evaporated to dryness.